Dataset: the Open Reaction Database (ORD), a public repository of structured organic reaction records. Task: describe an organic reaction: reactants, conditions, products, and yield The reactants are CCO, O=c1cnc2cc(Cl)cc(Cl)c2[nH]1, Cl, CCOC(=O)CI, [Na]. Yields the product CCOC(=O)Cn1c(=O)cnc2cc(Cl)cc(Cl)c21. Reaction SMILES: [CH3:23][CH2:24][OH:25].[Cl:2][c:3]1[cH:4][c:5]2[n:6][cH:7][c:8](=[O:14])[nH:9][c:10]2[c:11]([Cl:13])[cH:12]1.[ClH:22].[I:15][CH2:16][C:17](=[O:18])[O:19][CH2:20][CH3:21].[Na:1]>>[Cl:2][c:3]1[cH:4][c:5]2[n:6][cH:7][c:8](=[O:14])[n:9]([CH2:16][C:17](=[O:18])[O:19][CH2:20][CH3:21])[c:10]2[c:11]([Cl:13])[cH:12]1. Reported procedure: A mixture of 1-mesyl-4-phenylbut-3-yne (200 mg, 0.870 mmol), 4-phenylpiperidine (120 mg, 0.744 mmol) and K2CO3 (308 mg, 2.23 mmol) in 10 mL of CH3CN is refluxed for 12 hr. The mixture is filtered and washed with EtOAc (3×15 mL). The filtrate is evaporated in vacuo and is purified by flash chromatography to give the product (104 mg, 41%): mp 65-66° C.; 1H NMR (CDCl3) 1.81 (m, 4 H), 2.26 (m, 2 H), 2.65 (m, 1 H), 2.69 (m, 2 H), 2.76 (m, 2 H), 3.13 (d, J=11 Hz, 2 H), 7.13-7.36 (m, 10 H). Yield: 48.3%. RXN SMILES: S([CH2:5][CH2:6][C:7]#[C:8][C:9]1[CH:14]=[CH:13][CH:12]=[CH:11][CH:10]=1)(C)(=O)=O.[C:15]1([CH:21]2[CH2:26][CH2:25][NH:24][CH2:23][CH2:22]2)[CH:20]=[CH:19][CH:18]=[CH:17][CH:16]=1.C([O-])([O-])=O.[K+].[K+]>CC#N>[C:15]1([CH:21]2[CH2:22][CH2:23][N:24]([CH2:5][CH2:6][C:7]#[C:8][C:9]3[CH:14]=[CH:13][CH:12]=[CH:11][CH:10]=3)[CH2:25][CH2:26]2)[CH:20]=[CH:19][CH:18]=[CH:17][CH:16]=1 |f:2.3.4|. The product is C1(=CC=CC=C1)C1CCN(CC1)CCC#CC1=CC=CC=C1 (4-Phenyl-1-(4-phenyl-3-butynyl)piperidine). The reactants are S(=O)(=O)(C)CCC#CC1=CC=CC=C1 (1-mesyl-4-phenylbut-3-yne), C1(=CC=CC=C1)C1CCNCC1 (4-phenylpiperidine), C(=O)([O-])[O-].[K+].[K+] (K2CO3). Run in CC#N (CH3CN).